Dataset: the Open Reaction Database (ORD), a public repository of structured organic reaction records. Task: describe an organic reaction: reactants, conditions, products, and yield Reactants: Cl.CN(CCCN=C=NCC)C (1-(3-dimethylaminopropyl)-3-ethyl carbodiimide hydrochloride), ClC=1C=CC2=C(CCC=3C(=NC=C(C3)C)C2=C2CCNCC2)C1 (8-chloro-3-methyl-11-(4-piperidylidene)-6,11-dihydro-5H-benzo[5,6]cyclohepta[1,2-b]pyridine), C(C1=CC=[N+](C=C1)[O-])(=O)O (isonicotinic acid N-oxide), ON1N=NC2=C1C=CC=C2 (1-hydroxybenzotriazole). The solvent is C(Cl)Cl (CH2Cl2). Yields the product ClC=1C=CC2=C(CCC=3C(=NC=C(C3)C)C2=C2CC[N+](CC2)(C(=O)C2=CC=NC=C2)[O-])C1 (4-[8-CHLORO-5,6-DIHYDRO-3-METHYL-11H-BENZO[5,6]CYCLOHEPTA[1,2-B]PYRIDIN-11-YLIDENE]-1-(4-PYRIDINYL CARBONYL)PIPERIDINE N1 -OXIDE). Isolated yield 56.6%. RXN SMILES: [Cl:1][C:2]1[CH:3]=[CH:4][C:5]2[C:16](=[C:17]3[CH2:22][CH2:21][NH:20][CH2:19][CH2:18]3)[C:10]3=[N:11][CH:12]=[C:13]([CH3:15])[CH:14]=[C:9]3[CH2:8][CH2:7][C:6]=2[CH:23]=1.[C:24](O)(=[O:32])[C:25]1[CH:30]=[CH:29][N+:28]([O-])=[CH:27][CH:26]=1.[OH:34]N1C2C=CC=CC=2N=N1.Cl.CN(C)CCCN=C=NCC>C(Cl)Cl>[Cl:1][C:2]1[CH:3]=[CH:4][C:5]2[C:16](=[C:17]3[CH2:22][CH2:21][N+:20]([O-:34])([C:24]([C:25]4[CH:30]=[CH:29][N:28]=[CH:27][CH:26]=4)=[O:32])[CH2:19][CH2:18]3)[C:10]3=[N:11][CH:12]=[C:13]([CH3:15])[CH:14]=[C:9]3[CH2:8][CH2:7][C:6]=2[CH:23]=1 |f:3.4|. Procedure: To a mixture of 20 g of 8-chloro-11-(4-piperidylidene)-6,11-dihydro-3-methyl-5H-benzo[5,6]cyclohepta[1,2-b]pyridine (product from Preparative Example 7, Step E), 1.39 g of isonicotinic acid N-oxide, and 1.35 g of 1-hydroxybenzotriazole in 60 mL CH2Cl2 at 0° C. was added 1.91 g of 1-(3-dimethylaminopropyl)-3-ethyl carbodiimide hydrochloride (DEC). The reaction mixture was slowly allowed to warm to room temperature overnight. The reaction mixture was quenched with water, basified with 10% NaOH, an...